Dataset: the Open Reaction Database (ORD), a public repository of structured organic reaction records. Task: describe an organic reaction: reactants, conditions, products, and yield Starting materials: Cc1cc(C)c(CC(C)(C)NC=O)c(C)c1, [K+], [OH-], OCCO. The product is Cc1cc(C)c(CC(C)(C)N)c(C)c1. As a reaction SMILES: [CH3:1][C:2]([CH2:3][c:4]1[c:5]([CH3:12])[cH:6][c:7]([CH3:11])[cH:8][c:9]1[CH3:10])([CH3:13])[NH:14][CH:15]=[O:16].[K+:18].[OH-:17].[OH:19][CH2:20][CH2:21][OH:22]>>[CH3:1][C:2]([CH2:3][c:4]1[c:5]([CH3:12])[cH:6][c:7]([CH3:11])[cH:8][c:9]1[CH3:10])([CH3:13])[NH2:14].